This data is from the Open Reaction Database (ORD), a public repository of structured organic reaction records. The task is: describe an organic reaction: reactants, conditions, products, and yield The reactants are 2-(carboalkoxy-alkyl)-1-oxo-cyclopent-2-ene, BrNC(C)=O (N-bromoacetamide), C(C)(=O)OC1=C(CCC1)CCCCCCC(=O)OC (1-acetoxy-2-(6-carbomethoxy-hexyl)-cyclopent-1-ene), O1CCCC1 (tetrahydrofuran). The solvent is O (water), O (water), O (water). Reaction conditions: temperature 90 celsius, time 1 hour. Product: C(=O)(OC)CCCCCCC=1C(CCC1)=O (2-(6-carbomethoxy-hexyl)-1-oxo-cyclopent-2-ene). RXN SMILES: C([O:4][C:5]1[CH2:9][CH2:8][CH2:7][C:6]=1[CH2:10][CH2:11][CH2:12][CH2:13][CH2:14][CH2:15][C:16]([O:18][CH3:19])=[O:17])(=O)C.O1CCCC1.BrNC(=O)C>O>[C:16]([CH2:15][CH2:14][CH2:13][CH2:12][CH2:11][CH2:10][C:6]1[C:5](=[O:4])[CH2:9][CH2:8][CH:7]=1)([O:18][CH3:19])=[O:17]. Reported procedure: This preparation illustrates methods of preparing 2-(carboalkoxy-alkyl)-1-oxo-cyclopent-2-ene. In this example 20.1 g. of crude 1-acetoxy-2-(6-carbomethoxy-hexyl)-cyclopent-1-ene, prepared according to Preparation 4, is dissolved in 180 ml. of tetrahydrofuran and 20 ml. of water and then cooled to 0° C. under nitrogen. Eleven grams of N-bromoacetamide is added. The resulting reaction solution is monitored by thin-layer chromatography and allowed to stand until complete reaction is indicated. The... Starting materials: C(C1=CC=CC=C1)C1=NC(=CC=C1OCOC)C1(CCOCC1)O (2-benzyl-6-(4-hydroxytetrahydro-4H-pyran-4-yl)-3-methoxymethyloxypyridine), ClCCl (dichloromethane), FC(C(=O)O)(F)F (trifluoroacetic acid), C([O-])(O)=O.[Na+] (sodium bicarbonate). Yields the product C(C1=CC=CC=C1)C1=NC(=CC=C1O)C1(CCOCC1)O (2-Benzyl-3-hydroxy-6-(4-hydroxytetrahydro-4H-pyran-4-yl)pyridine). Reaction SMILES: [CH2:1]([C:8]1[C:13]([O:14]COC)=[CH:12][CH:11]=[C:10]([C:18]2([OH:24])[CH2:23][CH2:22][O:21][CH2:20][CH2:19]2)[N:9]=1)[C:2]1[CH:7]=[CH:6][CH:5]=[CH:4][CH:3]=1.ClCCl.FC(F)(F)C(O)=O.C(=O)(O)[O-].[Na+]>C(OCC)(=O)C>[CH2:1]([C:8]1[C:13]([OH:14])=[CH:12][CH:11]=[C:10]([C:18]2([OH:24])[CH2:23][CH2:22][O:21][CH2:20][CH2:19]2)[N:9]=1)[C:2]1[CH:3]=[CH:4][CH:5]=[CH:6][CH:7]=1 |f:3.4|. The yield is 73.8%. Procedure: A mixed solution of 377 mg of 2-benzyl-6-(4-hydroxytetrahydro-4H-pyran-4-yl)-3-methoxymethyloxypyridine, 2 ml of dichloromethane and 2 ml of trifluoroacetic acid was stirred at room temperature overnight. The reaction solution was neutralized by an aqueous sodium bicarbonate solution, and ethyl acetate was added thereto. The organic phase was washed with water and brine, dried over anhydrous magnesium sulfate and the solvent was removed. The residue was subjected to silica gel column chromatogra... Run in C(C)(=O)OCC (ethyl acetate). Starting materials: O\C=C\1/C(NC2=CC=CC(=C12)C)=O (Z-3-[(hydroxy)-methylene]-4-methyl-1,3-dihydro-indol-2-one), O\C=C\1/C(NC2=CC=CC=C12)=O (Z-3-[(hydroxy)-methylene]-1,3-dihydro-indol-2-one), O\C=C\1/C(NC2=CC=CC(=C12)C)=O (Z-3-[(hydroxy)-methylene]-4-methyl-1,3-dihydro-indol-2-one), NC1=NNC=C1 (3-aminopyrazole). Solvent: O1CCCC1 (tetrahydrofuran). Product: CC1=C2C(C(NC2=CC=C1)=O)=CNC1=NNC=C1 (4-Methyl-3-[(1H-pyrazol-3-ylamino)-methylene]-1,3-dihydro-indol-2-one). Reaction SMILES: O/[CH:2]=[C:3]1\[C:4](=[O:13])[NH:5][C:6]2[C:11]\1=[C:10]([CH3:12])[CH:9]=[CH:8][CH:7]=2.O/C=C1\C(=O)NC2C\1=CC=CC=2.[NH2:26][C:27]1[CH:31]=[CH:30][NH:29][N:28]=1>O1CCCC1>[CH3:12][C:10]1[CH:9]=[CH:8][CH:7]=[C:6]2[C:11]=1[C:3](=[CH:2][NH:26][C:27]1[CH:31]=[CH:30][NH:29][N:28]=1)[C:4](=[O:13])[NH:5]2. Procedure: The named compound is prepared by substituting E & Z-3-[(hydroxy)-methylene]-4-methyl-1,3-dihydro-indol-2-one for E & Z-3-[(hydroxy)-methylene]-1,3-dihydro-indol-2-one in the reaction of Example 1. Specifically, E & Z-3-[(hydroxy)-methylene]-4-methyl-1,3-dihydro-indol-2-one (0.110 gms.) is reacted with 0.18 mL of 3-aminopyrazole by refluxing in tetrahydrofuran (2.5 mL).